This data is from the Open Reaction Database (ORD), a public repository of structured organic reaction records. The task is: describe an organic reaction: reactants, conditions, products, and yield The reactants are O (water), FC(C=1C=C(C=O)C=C(C1)C(F)(F)F)(F)F (3,5-bis(trifluoromethyl)benzaldehyde), CC(C)(C)[S@](=O)N ((S)-2-methylpropane-2-sulfinamide), Ti(O-iPr)4. Run in C(Cl)Cl (DCM). Conditions: time 20 hour. The product is FC(C=1C=C(C=N[S@@](=O)C(C)(C)C)C=C(C1)C(F)(F)F)(F)F ((S)-N-(3,5-bis(trifluoromethyl)benzylidene)-2-methylpropane-2-sulfinamide). Yield: 83.9%. As a reaction SMILES: [F:1][C:2]([F:16])([F:15])[C:3]1[CH:4]=[C:5]([CH:8]=[C:9]([C:11]([F:14])([F:13])[F:12])[CH:10]=1)[CH:6]=O.[CH3:17][C:18]([S@@:21]([NH2:23])=[O:22])([CH3:20])[CH3:19].O>C(Cl)Cl>[F:1][C:2]([F:16])([F:15])[C:3]1[CH:4]=[C:5]([CH:8]=[C:9]([C:11]([F:14])([F:13])[F:12])[CH:10]=1)[CH:6]=[N:23][S@:21]([C:18]([CH3:20])([CH3:19])[CH3:17])=[O:22]. Reported procedure: To a mixture of 3,5-bis(trifluoromethyl)benzaldehyde (5 g, 20.7 mmol) and (S)-2-methylpropane-2-sulfinamide (3 g, 24.8 mmol) in DCM (50 ml) at 0° C., was drop wise added Ti(O-iPr)4 (5.9 g, 24.8 mmol) under N2 atmosphere. After stirring for 20 h at room temperature, the reaction mixture was poured into water (100 mL) with vigorous stirring. The precipitate was filtered and the filtrate was extracted with DCM (2×150 mL). The combined organic layers were washed with brine (80 mL), dried over anhydr... Reactants: C(Cl)(Cl)Cl (chloroform), O=C1N(OC(N1)=O)CC1=CC=C(OCC=2C=C(C=CC2)C2=C(C=C(C=C2)C(=O)O)C)C=C1 (3′-({4-[(3,5-Dioxo-1,2,4-oxadiazolidin-2-yl)methyl]phenoxy}methyl)-2-methylbiphenyl-4-carboxylic acid), C[N+]1(CCOCC1)C2=NC(=NC(=N2)OC)OC.[Cl-] (DMT-MM), N1CCCC1 (pyrrolidine). The solvent is C1CCOC1.CO (THF methanol). Conditions: time 8 hour. Product: CC1=C(C=CC(=C1)C(=O)N1CCCC1)C1=CC(=CC=C1)COC1=CC=C(CN2OC(NC2=O)=O)C=C1 (2-(4-{[2′-methyl-4′-(pyrrolidin-1-ylcarbonyl)biphenyl-3-yl]methoxy}benzyl)-1,2,4-oxadiazolidine-3,5-dione). Isolated yield 67.6%. RXN SMILES: [O:1]=[C:2]1[NH:6][C:5](=[O:7])[O:4][N:3]1[CH2:8][C:9]1[CH:32]=[CH:31][C:12]([O:13][CH2:14][C:15]2[CH:16]=[C:17]([C:21]3[CH:26]=[CH:25][C:24]([C:27](O)=[O:28])=[CH:23][C:22]=3[CH3:30])[CH:18]=[CH:19][CH:20]=2)=[CH:11][CH:10]=1.[NH:33]1[CH2:37][CH2:36][CH2:35][CH2:34]1.C[N+]1(C2N=C(OC)N=C(OC)N=2)CCOCC1.[Cl-].C(Cl)(Cl)Cl>C1COCC1.CO>[CH3:30][C:22]1[CH:23]=[C:24]([C:27]([N:33]2[CH2:37][CH2:36][CH2:35][CH2:34]2)=[O:28])[CH:25]=[CH:26][C:21]=1[C:17]1[CH:18]=[CH:19][CH:20]=[C:15]([CH2:14][O:13][C:12]2[CH:31]=[CH:32][C:9]([CH2:8][N:3]3[C:2](=[O:1])[NH:6][C:5](=[O:7])[O:4]3)=[CH:10][CH:11]=2)[CH:16]=1 |f:2.3,5.6|. Procedure details: 3′-({4-[(3,5-Dioxo-1,2,4-oxadiazolidin-2-yl)methyl]phenoxy}methyl)-2-methylbiphenyl-4-carboxylic acid (10.8 mg) was dissolved in a THF-methanol [1 ml, 4:1 (v/v)] mixed solution, and the solution was added to pyrrolidine (3.2 mg). DMT-MM (12 mg) was added, followed by overnight stirring at room temperature. Thereafter, chloroform was added to the reaction liquid, and the organic layer was washed with 1 M hydrochloric acid. The organic layer was concentrated, and the residue was purified by a frac... As a reaction SMILES: Cl.[F:2][C:3]([F:34])([F:33])[C:4]1[CH:5]=[C:6]([CH:30]=[CH:31][CH:32]=1)[CH2:7][NH:8][CH:9]([C:14]1[C:22]2[C:17](=[CH:18][CH:19]=[CH:20][CH:21]=2)[N:16]([CH2:23][C:24]2[CH:29]=[CH:28][CH:27]=[CH:26][CH:25]=2)[CH:15]=1)[C:10]([O:12][CH3:13])=[O:11].[CH3:35][O-].[Na+]>C(O)C.CO>[F:34][C:3]([F:2])([F:33])[C:4]1[CH:5]=[C:6]([CH:30]=[CH:31][CH:32]=1)[CH2:7][NH:8][CH:9]([C:14]1[C:22]2[C:17](=[CH:18][CH:19]=[CH:20][CH:21]=2)[N:16]([CH2:23][C:24]2[CH:29]=[CH:28][CH:27]=[CH:26][CH:25]=2)[CH:15]=1)[C:10]([O:12][CH2:13][CH3:35])=[O:11] |f:0.1,2.3|. Solvent: C(C)O (ethanol), CO (methanol). Procedure details: To a magnetically stirred solution of methyl α-[3-(trifluoromethyl)benzylamino-]-1-benzylindole-3-acetate hydrochloride (100 mg) in 8 mL of ethanol was added 70 μL of 25% sodium methoxide in methanol. After stirring at room temperature for two hours, TLC analysis showed 90% conversion to the title compound. Run at time 2 hour. Starting materials: Cl.FC(C=1C=C(CNC(C(=O)OC)C2=CN(C3=CC=CC=C23)CC2=CC=CC=C2)C=CC1)(F)F (methyl α-[3-(trifluoromethyl)benzylamino-]-1-benzylindole-3-acetate hydrochloride), C[O-].[Na+] (sodium methoxide). The product is FC(C=1C=C(CNC(C(=O)OCC)C2=CN(C3=CC=CC=C23)CC2=CC=CC=C2)C=CC1)(F)F (Ethyl α-[3-(trifluoromethyl)benzylamino]-1-benzylindole-3-acetate). Starting materials: C1(=CC=C(C=C1)/C(=C/CO)/C1=CC=CC=C1)C1=CC=CC=C1 ((E)-3-biphenyl-4-yl-3-phenyl-prop-2-en-1-ol), C(CCC)P(CCCC)CCCC (tributylphosphine), C(C)OC([C@H](CC1=CC=C(C=C1)O)OCC)=O ((2S)-2-ethoxy-3-(4-hydroxy-phenyl)-propionic acid ethyl ester), azodicarboxylic dipiperidide. The solvent is C1=CC=CC=C1 (benzene). Product: C(C)OC([C@H](CC1=CC=C(C=C1)OC\C=C(/C1=CC=CC=C1)\C1=CC=C(C=C1)C1=CC=CC=C1)OCC)=O ((E)-(2S)-3-[4-(3-Biphenyl-4-yl-3-phenyl-allyloxy)-phenyl]-2-ethoxy-propionic acid ethyl ester). Yield: 83.1%. As a reaction SMILES: [C:1]1([C:17]2[CH:22]=[CH:21][CH:20]=[CH:19][CH:18]=2)[CH:6]=[CH:5][C:4](/[C:7](/[C:11]2[CH:16]=[CH:15][CH:14]=[CH:13][CH:12]=2)=[CH:8]/[CH2:9][OH:10])=[CH:3][CH:2]=1.C(P(CCCC)CCCC)CCC.[CH2:36]([O:38][C:39](=[O:52])[C@@H:40]([O:49][CH2:50][CH3:51])[CH2:41][C:42]1[CH:47]=[CH:46][C:45](O)=[CH:44][CH:43]=1)[CH3:37]>C1C=CC=CC=1>[CH2:36]([O:38][C:39](=[O:52])[C@@H:40]([O:49][CH2:50][CH3:51])[CH2:41][C:42]1[CH:47]=[CH:46][C:45]([O:10][CH2:9]/[CH:8]=[C:7](/[C:4]2[CH:3]=[CH:2][C:1]([C:17]3[CH:18]=[CH:19][CH:20]=[CH:21][CH:22]=3)=[CH:6][CH:5]=2)\[C:11]2[CH:16]=[CH:15][CH:14]=[CH:13][CH:12]=2)=[CH:44][CH:43]=1)[CH3:37]. Procedure details: Reaction of (E)-3-biphenyl-4-yl-3-phenyl-prop-2-en-1-ol (1.0 g, 3.49 mmol), tributylphosphine (1.3 ml, 5.24 mmol), (2S)-2-ethoxy-3-(4-hydroxy-phenyl)-propionic acid ethyl ester (0.92 g, 3.84 mmol) and azodicarboxylic dipiperidide (1.32 g, 5.24 mmol) in benzene in an identical manner to example 3 gave the title compound (1.47 g, 83%). The reactants are C1CCOC1, COc1cc(C(=O)[O-])cc2c1C1CCC3C(C)(C)CCCC3(C)C1CS2(=O)=O, [Li+], [OH-], O, O. The product is COc1cc(C(=O)O)cc2c1C1(C)CCC3C(C)(C)CCCC3(C)C1CS2(=O)=O. As a reaction SMILES: [CH2:32]1[O:33][CH2:34][CH2:35][CH2:36]1.[CH3:1][O:2][c:3]1[c:4]2[c:17]([cH:18][c:19]([C:21](=[O:22])[O-:23])[cH:20]1)[S:16](=[O:24])(=[O:25])[CH2:15][CH:14]1[CH:5]2[CH2:6][CH2:7][CH:8]2[C:9]([CH3:27])([CH3:28])[CH2:10][CH2:11][CH2:12][C:13]21[CH3:26].[Li+:30].[OH-:29].[OH2:31].[OH2:37]>>[CH3:1][O:2][c:3]1[c:4]2[c:17]([cH:18][c:19]([C:21](=[O:22])[OH:23])[cH:20]1)[S:16](=[O:24])(=[O:25])[CH2:15][CH:14]1[C:5]2([CH3:32])[CH2:6][CH2:7][CH:8]2[C:9]([CH3:27])([CH3:28])[CH2:10][CH2:11][CH2:12][C:13]21[CH3:26].